Dataset: the Open Reaction Database (ORD), a public repository of structured organic reaction records. Task: describe an organic reaction: reactants, conditions, products, and yield The product is ClC=1C=C(C=C(C1)C1=C(C=C(C=C1)SC)CN(CC)C(=O)C1CC1)CC(=O)O ({5-Chloro-2′-[(cyclopropanecarbonyl-ethyl-amino)-methyl]-4′-methylsulfanyl-biphenyl-3-yl}-acetic acid). Run at temperature 100 celsius, time 8 hour. Starting materials: C(C)OC(CC=1C=C(C=C(C1)Cl)C1=C(C=C(C=C1)F)CN(CC)C(=O)C1CC1)=O ({5-Chloro-2′-[(cyclopropanecarbonyl-ethyl-amino)-methyl]-4′-fluoro-biphenyl-3-yl}-acetic acid ethyl ester), C[S-].[Na+] (sodium thiomethoxide), ethyl ester, C[S-].[Na+] (sodium thiomethoxide), [F-] (fluoride), Cl (HCl). RXN SMILES: C([O:3][C:4](=[O:29])[CH2:5][C:6]1[CH:7]=[C:8]([C:13]2[CH:18]=[CH:17][C:16](F)=[CH:15][C:14]=2[CH2:20][N:21]([C:24]([CH:26]2[CH2:28][CH2:27]2)=[O:25])[CH2:22][CH3:23])[CH:9]=[C:10]([Cl:12])[CH:11]=1)C.[CH3:30][S-:31].[Na+].[F-].Cl>CN(C=O)C.O.CCOC(C)=O>[Cl:12][C:10]1[CH:11]=[C:6]([CH2:5][C:4]([OH:3])=[O:29])[CH:7]=[C:8]([C:13]2[CH:18]=[CH:17][C:16]([S:31][CH3:30])=[CH:15][C:14]=2[CH2:20][N:21]([C:24]([CH:26]2[CH2:28][CH2:27]2)=[O:25])[CH2:22][CH3:23])[CH:9]=1 |f:1.2|. Procedure details: {5-Chloro-2′-[(cyclopropanecarbonyl-ethyl-amino)-methyl]-4′-fluoro-biphenyl-3-yl}-acetic acid ethyl ester (0.118 g, 0.28 mmol) and sodium thiomethoxide (0.043 g, 0.62 mmol) were combined in DMF (2 mL) and stirred at 100° C. overnight. Analytical LCMS indicated that the fluoride hadn't been displaced, but the ethyl ester had hydrolyzed. Additional sodium thiomethoxide (0.040 g, 0.57 mmol) was added, and the reaction was stirred overnight at 100° C. Analytical LCMS indicated that the reaction was ... Run in O (H2O), CCOC(=O)C (EtOAc), CN(C)C=O (DMF). The reactants are NC1=NN2C(N=C(C=C2C)C)=N1 (2-amino-5,7-dimethyl-1,2,4-triazolo(1,5-a)pyrimidine), S1C(=CC=C1)S(=O)(=O)Cl (2-thiophene sulfonyl chloride). Reagents/catalysts: CN(C1=CC=NC=C1)C (4-dimethylaminopyridine). Run in N1=CC=CC=C1 (pyridine). Product: CC1=NC=2N(C(=C1)C)N=C(N2)NS(=O)(=O)C=2SC=CC2 (N-(5,7-Dimethyl-1,2,4-triazolo(1,5-a)pyrimidin-2-yl)-2-thiophene sulfonamide). Isolated yield 6.2%. RXN SMILES: [NH2:1][C:2]1[N:12]=[C:5]2[N:6]=[C:7]([CH3:11])[CH:8]=[C:9]([CH3:10])[N:4]2[N:3]=1.[S:13]1[CH:17]=[CH:16][CH:15]=[C:14]1[S:18](Cl)(=[O:20])=[O:19]>CN(C)C1C=CN=CC=1.N1C=CC=CC=1>[CH3:11][C:7]1[CH:8]=[C:9]([CH3:10])[N:4]2[N:3]=[C:2]([NH:1][S:18]([C:14]3[S:13][CH:17]=[CH:16][CH:15]=3)(=[O:20])=[O:19])[N:12]=[C:5]2[N:6]=1. Reported procedure: A mixture of 4.24 g (26.0 mmol) of 2-amino-5,7-dimethyl-1,2,4-triazolo(1,5-a)pyrimidine, 5.08 g (27.8 mmol) of 2-thiophene sulfonyl chloride and 0.16 g (1.3 mmol) of 4-dimethylaminopyridine in 30 ml of dry pyridine was heated at reflux for 47 hours. The majority of the pyridine was removed by evaporation at reduced pressure and the residue was taken up in 1N NaOH, treated with charcoal and filtered through celite. The filtrated was treated with charcoal and filtered through celite. The yellow fi... Reactants: CCc1cc(F)ccc1OC(=O)OC, [K+], O=[N+]([O-])[O-], O, O=S(=O)(O)O. Yields the product CCc1cc(F)c([N+](=O)[O-])cc1OC(=O)OC. As a reaction SMILES: [C:1]([O:2][c:3]1[c:4]([CH2:10][CH3:11])[cH:5][c:6]([F:9])[cH:7][cH:8]1)([O:12][CH3:13])=[O:14].[K+:24].[N+:20](=[O:21])([O-:22])[O-:23].[OH2:25].[S:15](=[O:16])(=[O:17])([OH:18])[OH:19]>>[C:1]([O:2][c:3]1[c:4]([CH2:10][CH3:11])[cH:5][c:6]([F:9])[c:7]([N+:20](=[O:21])[O-:22])[cH:8]1)([O:12][CH3:13])=[O:14]. The reactants are [Cl-].O[NH3+] (hydroxylammonium chloride), C(O)([O-])=O.[Na+] (sodium hydrogen carbonate), CS(=O)C (dimethyl sulfoxide), COCC=1N=C(N(C(C1CC1=CC=C(C=C1)C=1C(=CC=CC1)C#N)=O)CC=1SC=CC1)C (4′-{[4-(methoxymethyl)-2-methyl-6-oxo-1-(2-thienylmethyl)-1,6-dihydropyrimidin-5-yl]methyl}biphenyl-2-carbonitrile). The solvent is C(C)(=O)OCC (ethyl acetate). Run at temperature 40 celsius, time 30 minute. Yields the product COCC1=C(C(N(C(=N1)C)CC=1SC=CC1)=O)CC1=CC=C(C=C1)C1=C(C=CC=C1)C1=NOC(N1)=O (6-(methoxymethyl)-2-methyl-5-{[2′-(5-oxo-4,5-dihydro-1,2,4-oxadiazol-3-yl)biphenyl-4-yl]methyl}-3-(2-thienylmethyl)pyrimidin-4(3H)-one). The yield is 51.9%. As a reaction SMILES: [Cl-].O[NH3+:3].[C:4](=[O:7])([O-])[OH:5].[Na+].CS(C)=O.[CH3:13][O:14][CH2:15][C:16]1[N:17]=[C:18]([CH3:44])[N:19]([CH2:38][C:39]2[S:40][CH:41]=[CH:42][CH:43]=2)[C:20](=[O:37])[C:21]=1[CH2:22][C:23]1[CH:28]=[CH:27][C:26]([C:29]2[C:30]([C:35]#[N:36])=[CH:31][CH:32]=[CH:33][CH:34]=2)=[CH:25][CH:24]=1>C(OCC)(=O)C>[CH3:13][O:14][CH2:15][C:16]1[N:17]=[C:18]([CH3:44])[N:19]([CH2:38][C:39]2[S:40][CH:41]=[CH:42][CH:43]=2)[C:20](=[O:37])[C:21]=1[CH2:22][C:23]1[CH:24]=[CH:25][C:26]([C:29]2[CH:34]=[CH:33][CH:32]=[CH:31][C:30]=2[C:35]2[NH:3][C:4](=[O:7])[O:5][N:36]=2)=[CH:27][CH:28]=1 |f:0.1,2.3|. Reported procedure: A mixture of hydroxylammonium chloride (1.29 g), sodium hydrogen carbonate (1.94 g) and dimethyl sulfoxide (15 mL) was stirred at 40° C. for 30 min, 4′-{[4-(methoxymethyl)-2-methyl-6-oxo-1-(2-thienylmethyl)-1,6-dihydropyrimidin-5-yl]methyl}biphenyl-2-carbonitrile (0.68 g) was added, and the mixture was stirred at 90° C. for 16 hr. The reaction mixture was diluted with ethyl acetate, washed with water and then with saturated brine, and dried over anhydrous magnesium sulfate. The solvent was evapo... Starting materials: [OH-].[Na+] (NaOH), C(C1=CC=CC=C1)OC=1C=C(CC=2C(NC(N(C2)COC(COC(C2=CC=CC=C2)=O)COC(C2=CC=CC=C2)=O)=O)=O)C=CC1 (5-(m-Benzyloxybenzyl)-1-[(1,3-bis(benzoyloxy)-2-propoxy)methyl]uracil), Cl (HCl). The solvent is CCO (EtOH). Reaction conditions: time 8 hour. Product: C(C1=CC=CC=C1)OC=1C=C(CC=2C(NC(N(C2)COC(CO)CO)=O)=O)C=CC1 (5-(m-Benzyloxybenzyl)-1-[(1,3-dihydroxy-2-propoxy) methyl]uracil). Yield: 67.7%. RXN SMILES: [CH2:1]([O:8][C:9]1[CH:10]=[C:11]([CH:44]=[CH:45][CH:46]=1)[CH2:12][C:13]1[C:14](=[O:43])[NH:15][C:16](=[O:42])[N:17]([CH2:19][O:20][CH:21]([CH2:32][O:33]C(=O)C2C=CC=CC=2)[CH2:22][O:23]C(=O)C2C=CC=CC=2)[CH:18]=1)[C:2]1[CH:7]=[CH:6][CH:5]=[CH:4][CH:3]=1.[OH-].[Na+].Cl>CCO>[CH2:1]([O:8][C:9]1[CH:10]=[C:11]([CH:44]=[CH:45][CH:46]=1)[CH2:12][C:13]1[C:14](=[O:43])[NH:15][C:16](=[O:42])[N:17]([CH2:19][O:20][CH:21]([CH2:32][OH:33])[CH2:22][OH:23])[CH:18]=1)[C:2]1[CH:3]=[CH:4][CH:5]=[CH:6][CH:7]=1 |f:1.2|. Procedure: To a solution of 1.0 g of 3b prepared as above in 35 ml of EtOH there was added 33 ml of 2N NaOH and the reaction mixture stirred overnight at room temperature. The solution was neutralized with HCl or alternatively with Dowex 50 (H+), filtered, and the resin washed thoroughly with aqueous alcohol. After evaporation of the combined filtrates, the residue was passed through a silica gel column and the product eluted with methylene chloride-methanol (15:1) to yield 0.45 g of 4b. It was recrystalli... Starting materials: CCOC(=O)C(=NOCc1ccc(OCc2nc(-c3ccccc3)oc2C)cc1)c1ccc(Br)cc1, Cl, [Na+], C1CCOC1, [OH-]. Yields the product Cc1oc(-c2ccccc2)nc1COc1ccc(CON=C(C(=O)O)c2ccc(Br)cc2)cc1. As a reaction SMILES: [Br:1][c:2]1[cH:3][cH:4][c:5]([C:8]([C:9](=[O:10])[O:11][CH2:12][CH3:13])=[N:14][O:15][CH2:16][c:17]2[cH:18][cH:19][c:20]([O:23][CH2:24][c:25]3[n:26][c:27](-[c:31]4[cH:32][cH:33][cH:34][cH:35][cH:36]4)[o:28][c:29]3[CH3:30])[cH:21][cH:22]2)[cH:6][cH:7]1.[ClH:37].[Na+:44].[O:38]1[CH2:39][CH2:40][CH2:41][CH2:42]1.[OH-:43]>>[Br:1][c:2]1[cH:3][cH:4][c:5]([C:8]([C:9](=[O:10])[OH:11])=[N:14][O:15][CH2:16][c:17]2[cH:18][cH:19][c:20]([O:23][CH2:24][c:25]3[n:26][c:27](-[c:31]4[cH:32][cH:33][cH:34][cH:35][cH:36]4)[o:28][c:29]3[CH3:30])[cH:21][cH:22]2)[cH:6][cH:7]1. The reactants are ClC=1C=C(C=CC1)NCC1=CC=CC=C1 ((3-Chlorophenyl)phenylmethylamine), C(C(O)C(O)C(=O)O)(=O)O ((+)-tartaric acid). The solvent is O (water). The product is C(=O)(O)C(O)C(O)C(=O)O.ClC=1C=C(C=CC1)NCC1=CC=CC=C1 ((+)-(3-chlorophenyl)phenylmethylamine (+)-tartrate). The yield is 26.9%. RXN SMILES: [Cl:1][C:2]1[CH:3]=[C:4]([NH:8][CH2:9][C:10]2[CH:15]=[CH:14][CH:13]=[CH:12][CH:11]=2)[CH:5]=[CH:6][CH:7]=1.[C:16]([OH:25])(=[O:24])[CH:17]([CH:19]([C:21]([OH:23])=[O:22])[OH:20])[OH:18]>O>[C:21]([CH:19]([CH:17]([C:16]([OH:25])=[O:24])[OH:18])[OH:20])([OH:23])=[O:22].[Cl:1][C:2]1[CH:3]=[C:4]([NH:8][CH2:9][C:10]2[CH:15]=[CH:14][CH:13]=[CH:12][CH:11]=2)[CH:5]=[CH:6][CH:7]=1 |f:3.4|. Reported procedure: (3-Chlorophenyl)phenylmethylamine (9.42g, 43.3 mmol) and (+)-tartaric acid (6.50g, 43.3 mmol) were dissolved in water (40 ml) with heating. Thereafter, the precipitated crude crystals obtained by allowing to cool the reaction solution to room temperature were collected by filtration. The resulting crystals were purified by repeatedly recrystallizing from water, to give (+)-(3-chlorophenyl)phenylmethylamine (+)-tartrate (4.28 g). In order to determine the optical purity of (+)-(3-chlorophenyl)phe...